This data is from the Open Reaction Database (ORD), a public repository of structured organic reaction records. The task is: describe an organic reaction: reactants, conditions, products, and yield Reactants: ClC=1C=NC2=CC=CC=C2C1C=O (3-chloroquinoline-4-carbaldehyde), C([O-])([O-])=O.[K+].[K+] (potassium carbonate), [N+](=O)([O-])C (nitromethane). The solvent is C1CCOC1 (THF). Reaction conditions: time 4 hour. The product is ClC=1C=NC2=CC=CC=C2C1C(C[N+](=O)[O-])O (1-(3-chloroquinolin-4-yl)-2-nitroethanol). Reaction SMILES: [Cl:1][C:2]1[CH:3]=[N:4][C:5]2[C:10]([C:11]=1[CH:12]=[O:13])=[CH:9][CH:8]=[CH:7][CH:6]=2.C(=O)([O-])[O-].[K+].[K+].[N+:20]([CH3:23])([O-:22])=[O:21]>C1COCC1>[Cl:1][C:2]1[CH:3]=[N:4][C:5]2[C:10]([C:11]=1[CH:12]([OH:13])[CH2:23][N+:20]([O-:22])=[O:21])=[CH:9][CH:8]=[CH:7][CH:6]=2 |f:1.2.3|. Procedure: To a brown clear solution of 3-chloroquinoline-4-carbaldehyde (A275-3) (0.362 g, 1.89 mmol) in THF (1.9 mL) at room temperature was added potassium carbonate (0.078 g, 0.566 mmol) and nitromethane (1.420 mL, 26.4 mmol). The brown homogeneous mixture was stirred at room temperature. After 4 h, the reaction mixture was quenched with water (50 mL) and extracted with EtOAc (2×50 mL). The organic extract washed with saturated NaCl (1×50 mL), and dried over Na2SO4. The solution was filtered, concentra... The reactants are C=1C=C[NH+]=CC1.[O-][Cr](=O)(=O)Cl (PCC), C=1C=C[NH+]=CC1.[O-][Cr](=O)(=O)Cl (PCC), [O-][Si](=O)[O-].[Mg+2] (Florisil), O[C@H]1CN(C[C@H]1CNC(=O)OCC1=CC=CC=C1)C(=O)OC(C)(C)C (1,1-dimethylethyl(3R,4R)-3-hydroxy-4-[({[(phenylmethyl)oxy]carbonyl}amino)methyl]-1-pyrrolidinecarboxylate). Solvent: C(Cl)Cl (methylene chloride). Reaction conditions: time 48 hour. Product: O=C1CN(C[C@H]1CNC(=O)OCC1=CC=CC=C1)C(=O)OC(C)(C)C (1,1-dimethylethyl(4R)-3-oxo-4-[({[(phenylmethyl)oxy]carbonyl}amino)methyl]-1-pyrrolidinecarboxylate). Reaction SMILES: [OH:1][C@@H:2]1[C@H:6]([CH2:7][NH:8][C:9]([O:11][CH2:12][C:13]2[CH:18]=[CH:17][CH:16]=[CH:15][CH:14]=2)=[O:10])[CH2:5][N:4]([C:19]([O:21][C:22]([CH3:25])([CH3:24])[CH3:23])=[O:20])[CH2:3]1.C1C=C[NH+]=CC=1.[O-][Cr](Cl)(=O)=O.[O-][Si]([O-])=O.[Mg+2]>C(Cl)Cl>[O:1]=[C:2]1[C@H:6]([CH2:7][NH:8][C:9]([O:11][CH2:12][C:13]2[CH:18]=[CH:17][CH:16]=[CH:15][CH:14]=2)=[O:10])[CH2:5][N:4]([C:19]([O:21][C:22]([CH3:25])([CH3:24])[CH3:23])=[O:20])[CH2:3]1 |f:1.2,3.4|. Procedure: Dissolve 1,1-dimethylethyl(3R,4R)-3-hydroxy-4-[({[(phenylmethyl)oxy]carbonyl}amino)methyl]-1-pyrrolidinecarboxylate (1.0 g, 2.85 mmol) in methylene chloride (20 mL). Add PCC (1.23 g, 5.7 mmol) and Florisil (2.5 g) and stir at ambient temperature for 16 hours. Add 3 more equivalents of PCC (1.84 g, 8.55 mmol) and stir for 48 hours. Dilute solution with ether and filter through a pad of celite. The solvent was removed under reduced pressure yielding a crude oil. The crude mixture was purified on s... The reactants are Cl[SiH](Cl)Cl, C1COCCO1, O=P(c1ccccc1)(c1ccccc1)c1ccc2ccccc2c1-c1c(O)ccc2cc(Br)ccc12. Product: Oc1ccc2cc(Br)ccc2c1-c1c(P(c2ccccc2)c2ccccc2)ccc2ccccc12. As a reaction SMILES: [Cl:37][SiH:38]([Cl:39])[Cl:40].[O:41]1[CH2:42][CH2:43][O:44][CH2:45][CH2:46]1.[c:1]1([P:7](=[O:8])([c:9]2[c:10](-[c:19]3[c:20]([OH:30])[cH:21][cH:22][c:23]4[cH:24][c:25]([Br:29])[cH:26][cH:27][c:28]34)[c:11]3[cH:12][cH:13][cH:14][cH:15][c:16]3[cH:17][cH:18]2)[c:31]2[cH:32][cH:33][cH:34][cH:35][cH:36]2)[cH:2][cH:3][cH:4][cH:5][cH:6]1>>[c:1]1([P:7]([c:9]2[c:10](-[c:19]3[c:20]([OH:30])[cH:21][cH:22][c:23]4[cH:24][c:25]([Br:29])[cH:26][cH:27][c:28]34)[c:11]3[cH:12][cH:13][cH:14][cH:15][c:16]3[cH:17][cH:18]2)[c:31]2[cH:32][cH:33][cH:34][cH:35][cH:36]2)[cH:2][cH:3][cH:4][cH:5][cH:6]1. Reactants: CCO, O=C(O)CNc1cc(Cl)c(F)cc1[N+](=O)[O-], [Na], [Sn]. The product is O=C1CNc2cc(Cl)c(F)cc2N1. Reaction SMILES: [CH3:19][CH2:20][OH:21].[Cl:2][c:3]1[c:4]([F:17])[cH:5][c:6]([N+:14]([O-:13])=[O:15])[c:7]([NH:9][CH2:10][C:11](=[O:12])[OH:16])[cH:8]1.[Na:1].[Sn:18]>>[Cl:2][c:3]1[c:4]([F:17])[cH:5][c:6]2[c:7]([cH:8]1)[NH:9][CH2:10][C:11](=[O:12])[NH:14]2. Reaction SMILES: [CH3:13][c:14]1[cH:15][c:16]([Cl:17])[cH:18][cH:19][c:20]1[OH:21].[CH3:28][C:29]#[N:30].[CH3:32][C:33](=[O:34])[CH3:35].[Cl:1][c:2]1[c:3]([C:4]#[N:5])[cH:6][c:7]([N+:10](=[O:11])[O-:12])[cH:8][cH:9]1.[K+:22].[K+:23].[O-:24][C:25]([O-:26])=[O:27].[OH2:31]>>[c:2]1([O:21][c:20]2[c:14]([CH3:13])[cH:15][c:16]([Cl:17])[cH:18][cH:19]2)[c:3]([C:4]#[N:5])[cH:6][c:7]([N+:10](=[O:11])[O-:12])[cH:8][cH:9]1. Product: Cc1cc(Cl)ccc1Oc1ccc([N+](=O)[O-])cc1C#N. The reactants are Cc1cc(Cl)ccc1O, CC#N, CC(C)=O, N#Cc1cc([N+](=O)[O-])ccc1Cl, [K+], [K+], O=C([O-])[O-], O. Starting materials: COCC1CN(CC2(CCN(CC2)C(=O)OC(C)(C)C)O1)C1=NC=CC=N1 (Tert-butyl 10-(methoxymethyl)-8-pyrimidin-2-yl-11-oxa-3,8-diazaspiro[5.5]undecane-3-carboxylate), Cl (HCl). The solvent is ClCCl (dichloromethane). Conditions: time 2 hour. Yields the product Cl.COCC1OC2(CN(C1)C1=NC=CC=N1)CCNCC2 (2-(methoxymethyl)-4-(pyrimidin-2-yl)-1-oxa-4,9-diazaspiro[5.5]undecane hydrochloride). Reaction SMILES: [CH3:1][O:2][CH2:3][CH:4]1[O:21][C:8]2([CH2:13][CH2:12][N:11](C(OC(C)(C)C)=O)[CH2:10][CH2:9]2)[CH2:7][N:6]([C:22]2[N:27]=[CH:26][CH:25]=[CH:24][N:23]=2)[CH2:5]1.[ClH:28]>ClCCl>[ClH:28].[CH3:1][O:2][CH2:3][CH:4]1[CH2:5][N:6]([C:22]2[N:23]=[CH:24][CH:25]=[CH:26][N:27]=2)[CH2:7][C:8]2([CH2:13][CH2:12][NH:11][CH2:10][CH2:9]2)[O:21]1 |f:3.4|. Reported procedure: Tert-butyl 10-(methoxymethyl)-8-pyrimidin-2-yl-11-oxa-3,8-diazaspiro[5.5]undecane-3-carboxylate (1.18 g, 3.12 mmol) was dissolved in dichloromethane (2 mL) and treated with a solution of HCl (1.6 mL of 4 M in dioxane, 6.2 mmol). The mixture was allowed to stir for 2 h. The reaction mixture was evaporated to dryness to provide 2-(methoxymethyl)-4-(pyrimidin-2-yl)-1-oxa-4,9-diazaspiro[5.5]undecane hydrochloride. ESI-MS m/z calc. 278.2. found 279.2 M+1)+; Retention time: 0.68 min (3 min run). 1H NM...